Dataset: the Open Reaction Database (ORD), a public repository of structured organic reaction records. Task: describe an organic reaction: reactants, conditions, products, and yield Starting materials: O=C[C@H](O)[C@@H](O)[C@@H](O)[C@H](O)CO (D-galactose), O.NN (hydrazine hydrate). Run in CO (methanol). Run at time 8 hour. The product is C([C@H](O)[C@@H](O)[C@@H](O)[C@H](O)CO)=NN (D-galactose hydrazone). RXN SMILES: [O:1]=[CH:2][C@@H:3]([C@H:5]([C@H:7]([C@@H:9]([CH2:11]O)[OH:10])[OH:8])[OH:6])[OH:4].O.[NH2:14][NH2:15]>CO>[CH:11](=[N:14][NH2:15])[C@@H:9]([C@H:7]([C@H:5]([C@@H:3]([CH2:2][OH:1])[OH:4])[OH:6])[OH:8])[OH:10] |f:1.2|. Reported procedure: A 2.0 g portion of D-galactose was dissolved in a mixture of 5 ml of methanol and 5 ml of hydrazine hydrate and stirred overnight, then evaporated to dryness in vacuo. About 5 ml of methanol was added, the mixture was stirred for 48 hours and the solid was collected giving 1.9 g of D-galactose hydrazone. Reactants: BrC=1SC(=C(N1)C(NC=1C=NN(C1[C@H]1OC[C@@H]([C@@H](CC1)NC(=O)OC(C)(C)C)F)C)=O)NC(OC(C)(C)C)=O (tert-butyl N-[2-bromo-4-[[5-[(2S,5R,6R)-5-(tert-butoxycarbonylamino)-6-fluoro-oxepan-2-yl]-1-methyl-pyrazol-4-yl]carbamoyl]thiazol-5-yl]carbamate), BrC=1SC(=C(N1)C(NC=1C=NN(C1[C@H]1OC[C@@H]([C@@H](CC1)NC(=O)OC(C)(C)C)F)C)=O)NC(OC(C)(C)C)=O (tert-butyl N-[2-bromo-4-[[5-[(2S,5R,6R)-5-(tert-butoxycarbonylamino)-6-fluoro-oxepan-2-yl]-1-methyl-pyrazol-4-yl]carbamoyl]thiazol-5-yl]carbamate), FC(OC1=C(C=CC=C1)B(O)O)(F)F ((2-(trifluoromethoxy)phenyl)boronic acid). Product: NC1=C(N=C(S1)C1=C(C=CC=C1)OC(F)(F)F)C(=O)NC=1C=NN(C1[C@H]1OC[C@@H]([C@@H](CC1)N)F)C (5-amino-N-(5-((2S,5R,6R)-5-amino-6-fluorooxepan-2-yl)-1-methyl-1H-pyrazol-4-yl)-2-(2-(trifluoromethoxy)phenyl)thiazole-4-carboxamide). As a reaction SMILES: Br[C:2]1[S:3][C:4]([NH:32]C(=O)OC(C)(C)C)=[C:5]([C:7](=[O:31])[NH:8][C:9]2[CH:10]=[N:11][N:12]([CH3:30])[C:13]=2[C@@H:14]2[CH2:20][CH2:19][C@@H:18]([NH:21]C(OC(C)(C)C)=O)[C@@H:17]([F:29])[CH2:16][O:15]2)[N:6]=1.[F:40][C:41]([F:53])([F:52])[O:42][C:43]1[CH:48]=[CH:47][CH:46]=[CH:45][C:44]=1B(O)O>>[NH2:32][C:4]1[S:3][C:2]([C:44]2[CH:45]=[CH:46][CH:47]=[CH:48][C:43]=2[O:42][C:41]([F:40])([F:53])[F:52])=[N:6][C:5]=1[C:7]([NH:8][C:9]1[CH:10]=[N:11][N:12]([CH3:30])[C:13]=1[C@@H:14]1[CH2:20][CH2:19][C@@H:18]([NH2:21])[C@@H:17]([F:29])[CH2:16][O:15]1)=[O:31]. Procedure details: Following the procedure for Example 101 starting from tert-butyl N-[2-bromo-4-[[5-[(2S,5R,6R)-5-(tert-butoxycarbonylamino)-6-fluoro-oxepan-2-yl]-1-methyl-pyrazol-4-yl]carbamoyl]thiazol-5-yl]carbamate (Intermediate 88), and replacing 3,6-dihydro-2H-pyran-4-boronic acid pinacol ester with (2-(trifluoromethoxy)phenyl)boronic acid gave 266. 1H NMR (400 MHz, DMSO-d6) δ 9.50 (s, 1H), 8.28-8.20 (m, 1H), 7.78 (s, 1H), 7.57-7.43 (m, 6H), 5.00-4.77 (m, 2H), 4.22-4.06 (m, 1H), 4.06-3.92 (m, 1H), 3.75 (s, 3... Reactants: O1C=CC2=C1C=CC(=C2)O[Si](C)(C)C(C)(C)C ((benzofuran-5-yloxy)(tert-butyl)dimethylsilane), (S,S)-(±)-2,2-isopropylidenebis(4-tert-butyl)-2-oxazoline, [N+](=[N-])=CC(=O)OCC (ethyl diazoethanoate). Reagents/catalysts: [O-]S(=O)(=O)C(F)(F)F.[Cu+] (Copper (I) triflate). Run in ClCCl (dichloromethane), ClCCl (dichloromethane). Product: C(C)OC(=O)[C@@H]1[C@H]2OC3=C([C@H]21)C=C(C=C3)O[Si](C)(C)C(C)(C)C ((1S,1aS,6bR)-Ethyl-5-((tert-butyldimethylsilyl)oxy)-1a,6b-dihydro-1H-cyclopropa[b]benzofuran-1-carboxylate). The yield is 108.0%. RXN SMILES: [O:1]1[C:5]2[CH:6]=[CH:7][C:8]([O:10][Si:11]([C:14]([CH3:17])([CH3:16])[CH3:15])([CH3:13])[CH3:12])=[CH:9][C:4]=2[CH:3]=[CH:2]1.[N+](=[CH:20][C:21]([O:23][CH2:24][CH3:25])=[O:22])=[N-]>ClCCl.[O-]S(C(F)(F)F)(=O)=O.[Cu+]>[CH2:24]([O:23][C:21]([C@H:20]1[C@H:3]2[C@@H:2]1[O:1][C:5]1[CH:6]=[CH:7][C:8]([O:10][Si:11]([C:14]([CH3:17])([CH3:16])[CH3:15])([CH3:12])[CH3:13])=[CH:9][C:4]=12)=[O:22])[CH3:25] |f:3.4|. Procedure: Copper (I) triflate (2:1 complex with toluene, 250 mg, 2.4%) and (S,S)-(±)-2,2-isopropylidenebis(4-tert-butyl)-2-oxazoline (205 mg, 3.4%) were stirred in dichloromethane (15 mL) at ambient temperature under N2 atmosphere for 1 hour. A solution of (benzofuran-5-yloxy)(tert-butyl)dimethylsilane (5.0 g, 20.2 mmol) in dichloromethane (85 mL) was added, followed by a slow addition of ethyl diazoethanoate (40 mL, 380 mmol) during a period of 10 hours using a syringe pump. The mixture was concentrated ... Reactants: BrCc1ccno1, C1CCOC1, CCN. The product is CCNCc1ccno1. Reaction SMILES: [Br:1][CH2:2][c:3]1[cH:4][cH:5][n:6][o:7]1.[CH2:11]1[O:12][CH2:13][CH2:14][CH2:15]1.[CH3:8][CH2:9][NH2:10]>>[CH2:2]([c:3]1[cH:4][cH:5][n:6][o:7]1)[NH:10][CH2:9][CH3:8]. The reactants are C, CO, O=C1C2CCCC2Nc2ccccc2N1Cc1ccc([N+](=O)[O-])cc1, C1CCOC1, [Pd]. Product: Nc1ccc(CN2C(=O)C3CCCC3Nc3ccccc32)cc1. As a reaction SMILES: [C:33].[CH3:31][OH:32].[N+:1]([O-:2])(=[O:3])[c:4]1[cH:5][cH:6][c:7]([CH2:8][N:9]2[c:10]3[c:11]([cH:20][cH:21][cH:22][cH:23]3)[NH:12][CH:13]3[CH:14]([C:15]2=[O:16])[CH2:17][CH2:18][CH2:19]3)[cH:24][cH:25]1.[O:26]1[CH2:27][CH2:28][CH2:29][CH2:30]1.[Pd:34]>>[NH2:1][c:4]1[cH:5][cH:6][c:7]([CH2:8][N:9]2[c:10]3[c:11]([cH:20][cH:21][cH:22][cH:23]3)[NH:12][CH:13]3[CH:14]([C:15]2=[O:16])[CH2:17][CH2:18][CH2:19]3)[cH:24][cH:25]1. The reactants are CC(=O)NN, ClC(Cl)Cl, O=C(O)c1ccc(-c2ccc(Cl)cc2)o1, O=S(Cl)Cl. Reaction SMILES: [C:16]([CH3:17])(=[O:18])[NH:19][NH2:20].[CH:25]([Cl:26])([Cl:27])[Cl:28].[Cl:1][c:2]1[cH:3][cH:4][c:5](-[c:8]2[cH:9][cH:10][c:11]([C:13](=[O:14])[OH:15])[o:12]2)[cH:6][cH:7]1.[S:21]([Cl:22])([Cl:23])=[O:24]>>[Cl:1][c:2]1[cH:3][cH:4][c:5](-[c:8]2[cH:9][cH:10][c:11]([C:13](=[O:15])[NH:20][NH:19][C:16]([CH3:17])=[O:18])[o:12]2)[cH:6][cH:7]1. Product: CC(=O)NNC(=O)c1ccc(-c2ccc(Cl)cc2)o1. The reactants are O (water), OC=1C=C2C=CNC2=CC1 (5-hydroxyindole), C([O-])([O-])=O.[Cs+].[Cs+] (caesium carbonate), BrCC(=O)OCC (ethyl bromoacetate). Run in CC(=O)C (acetone), C(Cl)Cl (DCM). Reaction conditions: time 18 hour. Product: N1C=CC2=CC(=CC=C12)OCC(=O)OC (methyl (1H-indol-5-yloxy)-acetate). RXN SMILES: [OH:1][C:2]1[CH:3]=[C:4]2[C:8](=[CH:9][CH:10]=1)[NH:7][CH:6]=[CH:5]2.C(=O)([O-])[O-].[Cs+].[Cs+].Br[CH2:18][C:19]([O:21][CH2:22]C)=[O:20].O>CC(C)=O.C(Cl)Cl>[NH:7]1[C:8]2[C:4](=[CH:3][C:2]([O:1][CH2:18][C:19]([O:21][CH3:22])=[O:20])=[CH:10][CH:9]=2)[CH:5]=[CH:6]1 |f:1.2.3|. Procedure: A suspension of 5-hydroxyindole (5.00 g; 37.6 mmol), caesium carbonate (26.9 g, 82.6 mmol) and ethyl bromoacetate (4.60 g, 30.0 mmol) in 100 ml acetone is stirred for 18 hours at ambient temperature. Then the reaction mixture is combined with water and DCM. The phases are separated and the aqueous phase is extracted with DCM. The combined phases are dried on sodium sulphate and freed from the solvent in vacuo. Starting materials: [BH3-]C#N, C=O, Cn1cc(-c2ccc(Nc3nc4c(c(N(CCO)c5ccccc5)n3)CNCC4)cc2)cn1, CC(=O)O, CO, [Na+]. The product is CN1CCc2nc(Nc3ccc(-c4cnn(C)c4)cc3)nc(N(CCO)c3ccccc3)c2C1. Reaction SMILES: [C:40]([BH3-:41])#[N:42].[CH2:38]=[O:39].[CH3:1][n:2]1[n:3][cH:4][c:5](-[c:7]2[cH:8][cH:9][c:10]([NH:13][c:14]3[n:15][c:16]([N:24]([CH2:25][CH2:26][OH:27])[c:28]4[cH:29][cH:30][cH:31][cH:32][cH:33]4)[c:17]4[c:18]([n:19]3)[CH2:20][CH2:21][NH:22][CH2:23]4)[cH:11][cH:12]2)[cH:6]1.[CH3:34][C:35](=[O:36])[OH:37].[CH3:44][OH:45].[Na+:43]>>[CH3:1][n:2]1[n:3][cH:4][c:5](-[c:7]2[cH:8][cH:9][c:10]([NH:13][c:14]3[n:15][c:16]([N:24]([CH2:25][CH2:26][OH:27])[c:28]4[cH:29][cH:30][cH:31][cH:32][cH:33]4)[c:17]4[c:18]([n:19]3)[CH2:20][CH2:21][N:22]([CH3:34])[CH2:23]4)[cH:11][cH:12]2)[cH:6]1. Product: Cc1ccc(C(=O)NC2CC2)cc1NC(=O)c1ccc2ccn(C(C)C)c2c1. Reaction SMILES: [CH:1]1([NH:4][C:5](=[O:6])[c:7]2[cH:8][cH:9][c:10]([CH3:25])[c:11]([NH:13][C:14](=[O:15])[c:16]3[cH:17][cH:18][c:19]4[cH:20][cH:21][nH:22][c:23]4[cH:24]3)[cH:12]2)[CH2:2][CH2:3]1.[CH:28]([CH3:29])([CH3:30])[Br:31].[H-:26].[Na+:27].[O:32]=[CH:33][N:34]([CH3:35])[CH3:36]>>[CH:1]1([NH:4][C:5](=[O:6])[c:7]2[cH:8][cH:9][c:10]([CH3:25])[c:11]([NH:13][C:14](=[O:15])[c:16]3[cH:17][cH:18][c:19]4[cH:20][cH:21][n:22]([CH:28]([CH3:29])[CH3:30])[c:23]4[cH:24]3)[cH:12]2)[CH2:2][CH2:3]1. Reactants: Cc1ccc(C(=O)NC2CC2)cc1NC(=O)c1ccc2cc[nH]c2c1, CC(C)Br, [H-], [Na+], CN(C)C=O. The reactants are Cl (HCl), hydrochloride salt, COC=1C=C(C=C(C1OC)OC)C(CC1(CCN(C([C@H]2NCCC2)=O)C)CC=CC=C1)=O (L-proline, 1-[2-(3,4,5-trimethoxyphenyl)-2-oxoethyl] N-methyl phenethylamide). The solvent is CCOCC (Et2O). Yields the product Cl.COC=1C=C(C=C(C1OC)OC)C(CC1(CCN(C([C@H]2NCCC2)=O)C)CC=CC=C1)=O (L-Proline, 1-[2-(3,4,5-Trimethoxyphenyl)-2-Oxoethyl] N-Methylphenethylamide Hydrochloride). RXN SMILES: [ClH:1].[CH3:2][O:3][C:4]1[CH:5]=[C:6]([C:14](=[O:33])[CH2:15][C:16]2([CH:32]=[CH:31][CH:30]=[CH:29][CH2:28]2)[CH2:17][CH2:18][N:19]([CH3:27])[C:20](=[O:26])[C@@H:21]2[CH2:25][CH2:24][CH2:23][NH:22]2)[CH:7]=[C:8]([O:12][CH3:13])[C:9]=1[O:10][CH3:11]>CCOCC>[ClH:1].[CH3:13][O:12][C:8]1[CH:7]=[C:6]([C:14](=[O:33])[CH2:15][C:16]2([CH:28]=[CH:29][CH:30]=[CH:31][CH2:32]2)[CH2:17][CH2:18][N:19]([CH3:27])[C:20](=[O:26])[C@@H:21]2[CH2:25][CH2:24][CH2:23][NH:22]2)[CH:5]=[C:4]([O:3][CH3:2])[C:9]=1[O:10][CH3:11] |f:3.4|. Procedure: Following the procedure described in Example 120, the coupling of N-[2-(3,4,5-trimethoxyphenyl)-2-oxoethyl]-L-proline hydrochloride (250 mg, 0.69 mmol) and N-methyl phenethylamine (0.30 mL, 2.1 mmol) provided, after treatment with HCl in Et2O, 20 mg of the hydrochloride salt of L-proline, 1-[2-(3,4,5-trimethoxyphenyl)-2-oxoethyl] N-methyl phenethylamide as a powder